This data is from the Open Reaction Database (ORD), a public repository of structured organic reaction records. The task is: describe an organic reaction: reactants, conditions, products, and yield Starting materials: BrCC1=CC2=C(OC3=C1C=CC=C3)C=CC=C2Cl (10-bromomethyl-1-chlorodibenz[b,f]oxepine), CNCCC (N-methyl-propylamine). The product is Cl.ClC1=CC=CC=2OC3=C(C(=CC21)CN(CCC)C)C=CC=C3 (N-(1-Chloro-dibenz[b,f]oxepin-10-ylmethyl)-N-methyl-N-propylamine hydrochloride). The yield is 25.0%. RXN SMILES: Br[CH2:2][C:3]1[C:9]2[CH:10]=[CH:11][CH:12]=[CH:13][C:8]=2[O:7][C:6]2[CH:14]=[CH:15][CH:16]=[C:17]([Cl:18])[C:5]=2[CH:4]=1.[CH3:19][NH:20][CH2:21][CH2:22][CH3:23]>>[ClH:18].[Cl:18][C:17]1[C:5]2[CH:4]=[C:3]([CH2:2][N:20]([CH3:19])[CH2:21][CH2:22][CH3:23])[C:9]3[CH:10]=[CH:11][CH:12]=[CH:13][C:8]=3[O:7][C:6]=2[CH:14]=[CH:15][CH:16]=1 |f:2.3|. Reported procedure: Preparation analogous to Example 2 from 10-bromomethyl-1-chlorodibenz[b,f]oxepine with N-methyl-propylamine; yield: 25%; beige solid; melting point: not determined, (beige foam); 1H-NMR (CDCl3, 200 MHz): 0.88 (t, 3H); 1.55 (m, 2H); 2.28 (s, 3H); 2.43 (t, 2H); 3.55 (s, 2H), 7.08-7.35 (m, 7H); 7.61 (d, 1H). The reactants are CON(C(=O)[C@H]1CN(C[C@@H]1C1=CC(=C(C=C1)Cl)Cl)CC1=CC=CC=C1)C ((3R,4S)-1-benzyl-4-(3,4-dichloro-phenyl)-pyrrolidine-3-carboxylic acid methoxy-methyl-amide), [H-].[Al+3].[Li+].[H-].[H-].[H-] (lithiumaluminiumhydride). The solvent is C1CCOC1 (THF). Conditions: time 1 hour. Product: C(C1=CC=CC=C1)N1C[C@@H]([C@H](C1)C1=CC(=C(C=C1)Cl)Cl)C=O ((3R,4S)-1-Benzyl-4-(3,4-dichloro-phenyl)-pyrrolidine-3-carbaldehyde). The yield is 91.7%. As a reaction SMILES: CON(C)[C:4]([C@@H:6]1[C@@H:10]([C:11]2[CH:16]=[CH:15][C:14]([Cl:17])=[C:13]([Cl:18])[CH:12]=2)[CH2:9][N:8]([CH2:19][C:20]2[CH:25]=[CH:24][CH:23]=[CH:22][CH:21]=2)[CH2:7]1)=[O:5].[H-].[Al+3].[Li+].[H-].[H-].[H-]>C1COCC1>[CH2:19]([N:8]1[CH2:9][C@H:10]([C:11]2[CH:16]=[CH:15][C:14]([Cl:17])=[C:13]([Cl:18])[CH:12]=2)[C@@H:6]([CH:4]=[O:5])[CH2:7]1)[C:20]1[CH:21]=[CH:22][CH:23]=[CH:24][CH:25]=1 |f:1.2.3.4.5.6|. Reported procedure: To a solution of (3R,4S)-1-benzyl-4-(3,4-dichloro-phenyl)-pyrrolidine-3-carboxylic acid methoxy-methyl-amide 6.58 g (0.017 mol) dissolved in THF (100 mL) was added 16 mL (0.017 mol) of lithiumaluminiumhydride (1.0M in THF) dropwise at 0° C. and stirred for one hour. The reaction was quenched by aq. ammonium chloride solution and extracted with ethylacetate twice. The combined organic layers were dired on anhydrous sodium sulfate and concentrated in vaccuo. The residue was purified by silica gel ... The reactants are Cc1cccc(C)c1N, CC(C)O, Cc1cccc(C)c1NCC(C)Cl, [I-], [K+]. The product is Cc1cccc(C)c1NCC(C)Nc1c(C)cccc1C, Cl. RXN SMILES: [CH3:14][c:15]1[cH:16][cH:17][cH:18][c:19]([CH3:20])[c:21]1[NH2:22].[CH:25]([OH:26])([CH3:27])[CH3:28].[Cl:1][CH:2]([CH2:3][NH:4][c:5]1[c:6]([CH3:12])[cH:7][cH:8][cH:9][c:10]1[CH3:11])[CH3:13].[I-:24].[K+:23]>>[CH:2]([CH2:3][NH:4][c:5]1[c:6]([CH3:12])[cH:7][cH:8][cH:9][c:10]1[CH3:11])([CH3:13])[NH:22][c:21]1[c:15]([CH3:14])[cH:16][cH:17][cH:18][c:19]1[CH3:20].[ClH:1]. Reagents/catalysts: [Pd].C1(=CC=CC=C1)P(C1=CC=CC=C1)C1=CC=CC=C1.C1(=CC=CC=C1)P(C1=CC=CC=C1)C1=CC=CC=C1.C1(=CC=CC=C1)P(C1=CC=CC=C1)C1=CC=CC=C1.C1(=CC=CC=C1)P(C1=CC=CC=C1)C1=CC=CC=C1 (tetrakis(triphenylphosphine) palladium(0)), C1=CC=C(C=C1)P([C-]2C=CC=C2)C3=CC=CC=C3.C1=CC=C(C=C1)P([C-]2C=CC=C2)C3=CC=CC=C3.Cl[Pd]Cl.[Fe+2] (dichloro[1,1′-bis(diphenylphosphino)ferrocene]palladium(II)). Run at temperature 85 celsius. Reactants: CC([C@@H](C(N1[C@@H]2CC[C@H]([C@H]1C=1NC(=CN1)C1=CC=3CCC4=CC(=CC=C4C3C=C1)B1OC(C(O1)(C)C)(C)C)C2)=O)NC(OC)=O)C (methyl (S)-3-methyl-1-oxo-1-((1R,3S,4S)-3-(5-(7-(4,4,5,5-tetramethyl-1,3,2-dioxaborolan-2-yl)-9,10-dihydrophenanthren-2-yl)-1H-imidazol-2-yl)-2-azabicyclo[2.2.1]heptan-2-yl)butan-2-ylcarbamate), BrC=1N=C(NC1)[C@H]1N(CCC1)C(=O)OC(C)(C)C ((S)-tert-butyl 2-(4-bromo-1H-imidazol-2-yl)pyrrolidine-1-carboxylate), C([O-])([O-])=O.[K+].[K+] (potassium carbonate). Product: COC(=O)N[C@H](C(=O)N1[C@@H]2CC[C@H]([C@H]1C=1NC(=CN1)C1=CC=C3C=4C=CC(=CC4CCC3=C1)C1=CN=C(N1)C1N(CCC1)C(=O)OC(C)(C)C)C2)C(C)C (tert-butyl 2-(5-(7-(2-((1R,3S,4S)-2-((S)-2-(methoxycarbonylamino)-3-methylbutanoyl)-2-azabicyclo[2.2.1]heptan-3-yl)-1H-imidazol-5-yl)-9,10-dihydrophenanthren-2-yl)-1H-imidazol-2-yl)pyrrolidine-1-carboxylate). Reaction SMILES: [CH3:1][CH:2]([CH3:46])[C@H:3]([NH:41][C:42](=[O:45])[O:43][CH3:44])[C:4](=[O:40])[N:5]1[C@H:10]([C:11]2[NH:12][C:13]([C:16]3[CH:29]=[CH:28][C:27]4[C:26]5[C:21](=[CH:22][C:23](B6OC(C)(C)C(C)(C)O6)=[CH:24][CH:25]=5)[CH2:20][CH2:19][C:18]=4[CH:17]=3)=[CH:14][N:15]=2)[C@@H:9]2[CH2:39][C@H:6]1[CH2:7][CH2:8]2.Br[C:48]1[N:49]=[C:50]([C@@H:53]2[CH2:57][CH2:56][CH2:55][N:54]2[C:58]([O:60][C:61]([CH3:64])([CH3:63])[CH3:62])=[O:59])[NH:51][CH:52]=1.C(=O)([O-])[O-].[K+].[K+]>COCCOC.CN(C)C=O.[Pd].C1(P(C2C=CC=CC=2)C2C=CC=CC=2)C=CC=CC=1.C1(P(C2C=CC=CC=2)C2C=CC=CC=2)C=CC=CC=1.C1(P(C2C=CC=CC=2)C2C=CC=CC=2)C=CC=CC=1.C1(P(C2C=CC=CC=2)C2C=CC=CC=2)C=CC=CC=1.C1C=CC(P(C2C=CC=CC=2)[C-]2C=CC=C2)=CC=1.C1C=CC(P(C2C=CC=CC=2)[C-]2C=CC=C2)=CC=1.Cl[Pd]Cl.[Fe+2]>[CH3:44][O:43][C:42]([NH:41][C@@H:3]([CH:2]([CH3:46])[CH3:1])[C:4]([N:5]1[C@H:10]([C:11]2[NH:12][C:13]([C:16]3[CH:17]=[C:18]4[C:27]([C:26]5[CH:25]=[CH:24][C:23]([C:48]6[NH:49][C:50]([CH:53]7[CH2:57][CH2:56][CH2:55][N:54]7[C:58]([O:60][C:61]([CH3:64])([CH3:63])[CH3:62])=[O:59])=[N:51][CH:52]=6)=[CH:22][C:21]=5[CH2:20][CH2:19]4)=[CH:28][CH:29]=3)=[CH:14][N:15]=2)[C@@H:9]2[CH2:39][C@H:6]1[CH2:7][CH2:8]2)=[O:40])=[O:45] |f:2.3.4,7.8.9.10.11,12.13.14.15|. Solvent: COCCOC (1,2-dimethoxyethane), CN(C=O)C (dimethylformamide). Isolated yield 37.0%. Procedure details: To a solution of methyl (S)-3-methyl-1-oxo-1-((1R,3S,4S)-3-(5-(7-(4,4,5,5-tetramethyl-1,3,2-dioxaborolan-2-yl)-9,10-dihydrophenanthren-2-yl)-1H-imidazol-2-yl)-2-azabicyclo[2.2.1]heptan-2-yl)butan-2-ylcarbamate (˜0.67 mmol), (S)-tert-butyl 2-(4-bromo-1H-imidazol-2-yl)pyrrolidine-1-carboxylate (266 mg, 0.84 mmol), tetrakis(triphenylphosphine) palladium(0) (23 mg, 0.02 mmol) and dichloro[1,1′-bis(diphenylphosphino)ferrocene]palladium(II) (30 mg, 0.04 mmol) in a mixture of 1,2-dimethoxyethane (10.0 ...